From a dataset of the Open Reaction Database (ORD), a public repository of structured organic reaction records. describe an organic reaction: reactants, conditions, products, and yield Product: C(#N)C1=CC=2C3=C(N(C2C=N1)COCC[Si](C)(C)C)N=CC=C3N3C[C@H](CCC3)N(C(OC(C)(C)C)=O)CC ((S)-tert-butyl 1-(6-cyano-9-((2-(trimethylsilyl)ethoxy)methyl)-9H-dipyrido[2,3-b;4′,3′-d]pyrrol-4-yl)piperidin-3-yl(ethyl)carbamate). RXN SMILES: [C:1]([C:3]1[N:11]=[CH:10][C:9]2[N:8]([CH2:12][O:13][CH2:14][CH2:15][Si:16]([CH3:19])([CH3:18])[CH3:17])[C:7]3[N:20]=[CH:21][CH:22]=[C:23]([N:24]4[CH2:29][CH2:28][CH2:27][C@H:26]([NH:30][C:31](=[O:37])[O:32][C:33]([CH3:36])([CH3:35])[CH3:34])[CH2:25]4)[C:6]=3[C:5]=2[CH:4]=1)#[N:2].[H-].[Na+].I[CH2:41][CH3:42]>O1CCCC1>[C:1]([C:3]1[N:11]=[CH:10][C:9]2[N:8]([CH2:12][O:13][CH2:14][CH2:15][Si:16]([CH3:19])([CH3:18])[CH3:17])[C:7]3[N:20]=[CH:21][CH:22]=[C:23]([N:24]4[CH2:29][CH2:28][CH2:27][C@H:26]([N:30]([CH2:41][CH3:42])[C:31](=[O:37])[O:32][C:33]([CH3:34])([CH3:36])[CH3:35])[CH2:25]4)[C:6]=3[C:5]=2[CH:4]=1)#[N:2] |f:1.2|. Run in O1CCCC1 (tetrahydrofuran). Reaction conditions: time 8 hour. Reactants: C(#N)C1=CC=2C3=C(N(C2C=N1)COCC[Si](C)(C)C)N=CC=C3N3C[C@H](CCC3)NC(OC(C)(C)C)=O ((S)-tert-butyl 1-(6-cyano-9-((2-(trimethylsilyl)ethoxy)methyl)-9H-dipyrido[2,3-b;4′,3′-d]pyrrol-4-yl)piperidin-3-ylcarbamate), [H-].[Na+] (sodium hydride), oil, ICC (iodoethane). Procedure: To a solution of (S)-tert-butyl 1-(6-cyano-9-((2-(trimethylsilyl)ethoxy)methyl)-9H-dipyrido[2,3-b;4′,3′-d]pyrrol-4-yl)piperidin-3-ylcarbamate (130 mg, 0.25 mmol) in tetrahydrofuran (2 mL) was added sodium hydride as a 60% dispersion in mineral oil (20 mg, 0.5 mmol) followed by iodoethane (0.06 mL, 0.75 mmol) and reaction mixture was stirred overnight at ambient temperature. The reaction was quenched with water (30 μL), diluted with ethyl acetate (50 mL) and washed with water (20 mL). The organic... Reactants: C(C1=CC=CC=C1)[C@H]1N(C(OC1)=O)C([C@H](C)C1=C(C=C(C=C1)Br)F)=O ((R)-4-benzyl-3-((R)-2-(4-bromo-2-fluorophenyl)propanoyl)oxazolidin-2-one), [BH4-].[Na+] (sodium borohydride). The product is BrC1=CC(=C(C=C1)[C@H](CO)C)F ((R)-2-(4-bromo-2-fluorophenyl)propan-1-ol). Isolated yield 87.0%. As a reaction SMILES: C([C@@H]1COC(=O)N1[C:14](=[O:25])[C@@H:15]([C:17]1[CH:22]=[CH:21][C:20]([Br:23])=[CH:19][C:18]=1[F:24])[CH3:16])C1C=CC=CC=1.[BH4-].[Na+]>>[Br:23][C:20]1[CH:21]=[CH:22][C:17]([C@@H:15]([CH3:16])[CH2:14][OH:25])=[C:18]([F:24])[CH:19]=1 |f:1.2|. Procedure details: Following the procedure outlined for Example 630, (R)-4-benzyl-3-((R)-2-(4-bromo-2-fluorophenyl)propanoyl)oxazolidin-2-one (3 g, 7.4 mmol) was reacted with sodium borohydride (1.2 g, 37 mmol) to obtain the desired product (1.5 g, 87%) as light yellow oil; ESI MS m/z 234 [C11H10BrFO+H]+ Reactants: CS(C)=O, O=C(O)c1cc2cc(Cl)ccc2nc1Cl, NC(Cc1ccc(Oc2ccc(Br)cn2)cc1)C(=O)O. Yields the product O=C(O)c1cc2cc(Cl)ccc2nc1NC(Cc1ccc(Oc2ccc(Br)cn2)cc1)C(=O)O. Reaction SMILES: [CH3:36][S:37]([CH3:38])=[O:39].[Cl:1][c:2]1[n:3][c:4]2[cH:5][cH:6][c:7]([Cl:15])[cH:8][c:9]2[cH:10][c:11]1[C:12](=[O:13])[OH:14].[NH2:16][CH:17]([C:18](=[O:19])[OH:20])[CH2:21][c:22]1[cH:23][cH:24][c:25]([O:28][c:29]2[n:30][cH:31][c:32]([Br:35])[cH:33][cH:34]2)[cH:26][cH:27]1>>[c:2]1([NH:16][CH:17]([C:18](=[O:19])[OH:20])[CH2:21][c:22]2[cH:23][cH:24][c:25]([O:28][c:29]3[n:30][cH:31][c:32]([Br:35])[cH:33][cH:34]3)[cH:26][cH:27]2)[n:3][c:4]2[cH:5][cH:6][c:7]([Cl:15])[cH:8][c:9]2[cH:10][c:11]1[C:12](=[O:13])[OH:14]. The reactants are [H][H] (hydrogen), [H][H] (hydrogen), N(=[N+]=[N-])C[C@H]1CN(C[C@@H]1F)C(=O)OCC1=CC=CC=C1 ((3R,4R)-3-azidomethyl-1-benzyloxycarbonyl-4-fluoropyrrolidine), N(=[N+]=[N-])CC=1CN(CC1)C(=O)OCC1=CC=CC=C1 (3-azidomethyl-1-benzyloxycarbonyl-3-pyrroline). Reagents/catalysts: [Pt](=O)=O (Platinum (IV) oxide). Solvent: C(C)O (ethanol), C(C)O (ethanol). Yields the product NC[C@H]1CN(C[C@@H]1F)C(=O)OCC1=CC=CC=C1 ((3S,4R)-3-aminomethyl-1-benzyloxycarbonyl-4-fluoropyrrolidine). The yield is 62.7%. As a reaction SMILES: [H][H].[N:3]([CH2:6][C@@H:7]1[C@@H:11]([F:12])[CH2:10][N:9]([C:13]([O:15][CH2:16][C:17]2[CH:22]=[CH:21][CH:20]=[CH:19][CH:18]=2)=[O:14])[CH2:8]1)=[N+]=[N-].N(CC1CN(C(OCC2C=CC=CC=2)=O)CC=1)=[N+]=[N-]>C(O)C.[Pt](=O)=O>[NH2:3][CH2:6][C@@H:7]1[C@@H:11]([F:12])[CH2:10][N:9]([C:13]([O:15][CH2:16][C:17]2[CH:22]=[CH:21][CH:20]=[CH:19][CH:18]=2)=[O:14])[CH2:8]1. Procedure: Platinum (IV) oxide (50.0 mg) was suspended in ethanol (7 mL) and the suspension was stirred at room temperature under a stream of hydrogen gas (blown by a balloon) for 30 min. Subsequently, a mixture (551 mg) of (3R,4R)-3-azidomethyl-1-benzyloxycarbonyl-4-fluoropyrrolidine and 3-azidomethyl-1-benzyloxycarbonyl-3-pyrroline in ethanol (3 mL) was added and the mixture was stirred at room temperature under a stream of hydrogen gas (blown by a balloon) for 5 hours. The catalyst in the reaction mixtu... The reactants are O=C1CCC(=O)N1Br, ClCCl, O=Cc1cccc(OC(F)(F)F)c1O. Yields the product O=Cc1cc(Br)cc(OC(F)(F)F)c1O. As a reaction SMILES: [Br:15][N:16]1[C:17](=[O:18])[CH2:19][CH2:20][C:21]1=[O:22].[Cl:23][CH2:24][Cl:25].[OH:1][c:2]1[c:3]([CH:4]=[O:5])[cH:6][cH:7][cH:8][c:9]1[O:10][C:11]([F:12])([F:13])[F:14]>>[OH:1][c:2]1[c:3]([CH:4]=[O:5])[cH:6][c:7]([Br:15])[cH:8][c:9]1[O:10][C:11]([F:12])([F:13])[F:14]. The reactants are C(C=C)C1=C(C=CC2=C1O[C@H](CO2)CO)OCC2=CC=CC=C2 ([(2S)-8-allyl-7-(benzyloxy)-2,3-dihydro-1,4-benzodioxin-2-yl]methanol), C(C)(C)N(C(C)C)CC (N,N-diisopropylethylamine), 4-dimethyl-aminopyridine, C1(=CC=C(C=C1)S(=O)(=O)Cl)C (p-toluenesulfonyl chloride). The solvent is C(Cl)Cl (methylene chloride). Run at time 15 hour. The product is CC1=CC=C(C=C1)S(=O)(=O)OCC1COC2=C(O1)C(=C(C=C2)OCC2=CC=CC=C2)CC=C ([8-Allyl-7-(benzyloxy)-2,3-dihydro-1,4-bezodioxin-2-yl]methyl 4-Methylbenzenesulfonate). Reaction SMILES: [CH2:1]([C:4]1[C:9]2[O:10][C@@H:11]([CH2:14][OH:15])[CH2:12][O:13][C:8]=2[CH:7]=[CH:6][C:5]=1[O:16][CH2:17][C:18]1[CH:23]=[CH:22][CH:21]=[CH:20][CH:19]=1)[CH:2]=[CH2:3].C(N(CC)C(C)C)(C)C.[C:33]1([CH3:43])[CH:38]=[CH:37][C:36]([S:39](Cl)(=[O:41])=[O:40])=[CH:35][CH:34]=1>C(Cl)Cl>[CH3:43][C:33]1[CH:38]=[CH:37][C:36]([S:39]([O:15][CH2:14][CH:11]2[O:10][C:9]3[C:4]([CH2:1][CH:2]=[CH2:3])=[C:5]([O:16][CH2:17][C:18]4[CH:23]=[CH:22][CH:21]=[CH:20][CH:19]=4)[CH:6]=[CH:7][C:8]=3[O:13][CH2:12]2)(=[O:41])=[O:40])=[CH:35][CH:34]=1. Reported procedure: To a solution of 15.6 g (50.0 mmole) of [(2S)-8-allyl-7-(benzyloxy)-2,3-dihydro-1,4-benzodioxin-2-yl]methanol in 100 mL of methylene chloride was added 26.3 mL (0.15 mole) of N,N-diisopropylethylamine, 0.63 g (5 mmole) of 4-dimethyl-aminopyridine and 14.25 g (75.0 mmole) of p-toluenesulfonyl chloride. The mixture was stirred at room temperature under nitrogen for 15 hours. The solvent was then removed in vacuum and the residue column chromatographed on silica gel with methylene chloride as eluan... Reactants: [N+](=O)([O-])C1=C(C=CC=C1)C1=NOC2=C1C(CCC2)=O (6,7-dihydro-3-(2-nitrophenyl)-1,2-benzisoxazole-4(5H)-one), Cl (hydrochloric acid), O1CCCC1 (tetrahydrofuran). Reagents/catalysts: [Pd] (palladium-on-carbon). Run in CO (methanol). Conditions: time 1 hour. Yields the product NC=1C2=CC=CC=C2[N+](=C2CCCC(C12)=O)[O-] (9-Amino-3,4-dihydroacridin-1(2H)-one N-oxide). Yield: 87.3%. Reaction SMILES: [N+:1]([C:4]1[CH:9]=[CH:8][CH:7]=[CH:6][C:5]=1[C:10]1[C:14]2[C:15](=O)[CH2:16][CH2:17][CH2:18][C:13]=2[O:12][N:11]=1)([O-])=[O:2].Cl.O1CCCC1>[Pd].CO>[NH2:11][C:10]1[C:5]2[C:4]([N+:1]([O-:2])=[C:15]3[C:14]=1[C:13](=[O:12])[CH2:18][CH2:17][CH2:16]3)=[CH:9][CH:8]=[CH:7][CH:6]=2. Reported procedure: A mixture of 6,7-dihydro-3-(2-nitrophenyl)-1,2-benzisoxazole-4(5H)-one, (7.0 g), 5% palladium-on-carbon (0.7 g), 5% hydrochloric acid (11 ml), and tetrahydrofuran (200 ml) was hydrogenated at 50 psi. After one hr, methanol (1 l) was added, and the mixture was filtered through celite. The filtrate was concentrated, and the concentrate was flash chromatographed (silica, 3-20% methanol/ethyl acetate; 40% methanol/dichloromethane). The appropriate fractions were collected and concentrated. The resid...